Dataset: the Open Reaction Database (ORD), a public repository of structured organic reaction records. Task: describe an organic reaction: reactants, conditions, products, and yield Reactants: C(C)(=O)OCC (Ethyl acetate), ClC1=CC=C(COC=2C=NC=CC2)C=C1 (3-(4-chlorobenzyloxy)pyridine), S(O)(O)(=O)=O (sulfuric acid), FeSO4.7H2O, OO (hydrogen peroxide), C(=O)N (formamide). Solvent: O (water), C(Cl)(Cl)Cl (chloroform). Conditions: time 8 hour. Product: ClC1=CC=C(COC=2C=CC(=NC2)C(=O)N)C=C1 (5-(4-chlorobenzyloxy)pyridine-2-carboxamide). RXN SMILES: [Cl:1][C:2]1[CH:15]=[CH:14][C:5]([CH2:6][O:7][C:8]2[CH:9]=[N:10][CH:11]=[CH:12][CH:13]=2)=[CH:4][CH:3]=1.S(=O)(=O)(O)O.OO.C(OCC)(=O)C.[CH:29]([NH2:31])=[O:30]>C(Cl)(Cl)Cl.O>[Cl:1][C:2]1[CH:15]=[CH:14][C:5]([CH2:6][O:7][C:8]2[CH:13]=[CH:12][C:11]([C:29]([NH2:31])=[O:30])=[N:10][CH:9]=2)=[CH:4][CH:3]=1. Reported procedure: To 3-(4-chlorobenzyloxy)pyridine (2.19 g, 10 mmol) in formamide (10 ml) at 10° is slowly added conc. sulfuric acid. The reaction is then cooled to 5°, and FeSO4.7H2O (4.16 g, 15 mmol), finely powdered, and hydrogen peroxide (1.7 ml of 30% solution, 0.51 g of H2O2, 15 mmol) are added simultaneously over 10 minutes, with rapid stirring and cooling to 12°-18°. After addition is complete, the reaction is allowed to sit at RT overnight. Ethyl acetate and water are added to the reaction slurry. The la... The product is [Cl-].C(#N)C1=CC=C(C(C[N+]2=CC=C(C=C2)Cl)=O)C=C1 (N-(4-cyanophenacyl) 4-chloropyridinium chloride). As a reaction SMILES: [Cl:1]C1C=CC(C(=O)CBr)=CC=1.[C:12]([C:14]1[CH:23]=[CH:22][C:17]([C:18](=[O:21])[CH2:19]Cl)=[CH:16][CH:15]=1)#[N:13].C(C1C=CN=CC=1)#N.[Cl:32][C:33]1[CH:38]=[CH:37][N:36]=[CH:35][CH:34]=1>>[Cl-:1].[C:12]([C:14]1[CH:23]=[CH:22][C:17]([C:18](=[O:21])[CH2:19][N+:36]2[CH:37]=[CH:38][C:33]([Cl:32])=[CH:34][CH:35]=2)=[CH:16][CH:15]=1)#[N:13] |f:4.5|. Reported procedure: Employing the procedure of Example II but replacing 4-chlorophenacyl bromide with a substantially equimolecular amount of 4-cyanophenacyl chloride and replacing 4-cyanopyridine with a substantially equimolecular amount of 4-chloropyridine there is obtained N-(4-cyanophenacyl) 4-chloropyridinium chloride, a solid soluble in water. Starting materials: ClC1=CC=C(C(CBr)=O)C=C1 (4-chlorophenacyl bromide), ClC1=CC=NC=C1 (4-chloropyridine), C(#N)C1=CC=C(C(CCl)=O)C=C1 (4-cyanophenacyl chloride), C(#N)C1=CC=NC=C1 (4-cyanopyridine). The reactants are NC1=CC=C2C(=N1)C(=CN2)C2CCN(CC2)CCC2=CC=CC=C2 (5-amino-3-(1-(2-phenyleth-1-yl)piperidin-4-yl)pyrrolo[3,2-b]pyridine), Cl.N1=CC=C(C=C1)C(=O)Cl (4-pyridinecarbonyl chloride hydrochloride). Yields the product N1=CC=C(C=C1)C(=O)NC1=CC=C2C(=N1)C(=CN2)C2CCN(CC2)CCC2=CC=CC=C2 (5-(N-[4-pyridinecarbonyl]amino)-3-(1-(2-phenyleth-1-yl)piperidin-4-yl)pyrrolo[3,2-b]pyridine). Reaction SMILES: [NH2:1][C:2]1[N:7]=[C:6]2[C:8]([CH:11]3[CH2:16][CH2:15][N:14]([CH2:17][CH2:18][C:19]4[CH:24]=[CH:23][CH:22]=[CH:21][CH:20]=4)[CH2:13][CH2:12]3)=[CH:9][NH:10][C:5]2=[CH:4][CH:3]=1.Cl.[N:26]1[CH:31]=[CH:30][C:29]([C:32](Cl)=[O:33])=[CH:28][CH:27]=1>>[N:26]1[CH:31]=[CH:30][C:29]([C:32]([NH:1][C:2]2[N:7]=[C:6]3[C:8]([CH:11]4[CH2:16][CH2:15][N:14]([CH2:17][CH2:18][C:19]5[CH:24]=[CH:23][CH:22]=[CH:21][CH:20]=5)[CH2:13][CH2:12]4)=[CH:9][NH:10][C:5]3=[CH:4][CH:3]=2)=[O:33])=[CH:28][CH:27]=1 |f:1.2|. Procedure details: Beginning with 0.015 gm (0.047 mMol) 5-amino-3-(1-(2-phenyleth-1-yl)piperidin-4-yl)pyrrolo[3,2-b]pyridine and 0.011 mL (0.061 mMol) 4-pyridinecarbonyl chloride hydrochloride, the title compound was prepared essentially by the procedure described in Example 7. Starting materials: CCO, CC(Cn1ncc2ccc(C(N)=O)cc21)N=[N+]=[N-]. Yields the product CC(N)Cn1ncc2ccc(C(N)=O)cc21. As a reaction SMILES: [CH3:19][CH2:20][OH:21].[N:1](=[N+:2]=[N-:3])[CH:4]([CH2:5][n:6]1[n:7][cH:8][c:9]2[cH:10][cH:11][c:12]([C:15](=[O:16])[NH2:17])[cH:13][c:14]12)[CH3:18]>>[NH2:1][CH:4]([CH2:5][n:6]1[n:7][cH:8][c:9]2[cH:10][cH:11][c:12]([C:15](=[O:16])[NH2:17])[cH:13][c:14]12)[CH3:18]. The solvent is O1CCOCC1 (dioxane). Procedure details: 49.0 g of maleic anhydride in 300 ml of dioxane are heated to 80° C. At this temperature 99.2 g of 2,6-diethyl-2,3,6-trimethyl-4-aminopiperidine are added dropwise in the course of 30 minutes. After a short time a light brown precipitate is formed. The reaction is continued for 1 hour at reflux temperature. The reaction mixture is then cooled to room temperature, and the precipitate is filtered off. The resultant residue is dissolved in 500 ml of warm water. A brownish solution is formed which i... As a reaction SMILES: C1(=O)OC(=O)C=C1.[CH2:8]([C:10]1([CH3:21])[CH:15]([CH3:16])[CH:14]([NH2:17])[CH2:13][C:12]([CH2:19][CH3:20])([CH3:18])[NH:11]1)[CH3:9].[C:22]1(=[O:32])[O:27][C:25](=[O:26])[C:24]2=[CH:28][CH:29]=[CH:30][CH:31]=[C:23]12>O1CCOCC1>[CH2:8]([C:10]1([CH3:21])[CH:15]([CH3:16])[CH:14]([NH:17][C:22](=[O:32])[C:23]2[CH:31]=[CH:30][CH:29]=[CH:28][C:24]=2[C:25]([OH:27])=[O:26])[CH2:13][C:12]([CH2:19][CH3:20])([CH3:18])[NH:11]1)[CH3:9]. Conditions: time 1 hour. The reactants are C1(C=2C(C(=O)O1)=CC=CC2)=O (phthalic anhydride), C1(\C=C/C(=O)O1)=O (maleic anhydride), C1(\C=C/C(=O)O1)=O (maleic anhydride), C(C)C1(NC(CC(C1C)N)(C)CC)C (2,6-diethyl-2,3,6-trimethyl-4-aminopiperidine). Product: C(C)C1(NC(CC(C1C)NC(C1=C(C=CC=C1)C(=O)O)=O)(C)CC)C (2,6-diethyl-2,3,6-trimethyl-4-o-carboxybenzamidopiperidine). Reactants: FC(F)(F)COc1ccc(CBr)nc1, CCOC(C)=O, [N-]=[N+]=[N-], [Na+], CN(C)C=O. Yields the product NCc1ccc(OCC(F)(F)F)cn1. Reaction SMILES: [Br:5][CH2:6][c:7]1[n:8][cH:9][c:10]([O:13][CH2:14][C:15]([F:16])([F:17])[F:18])[cH:11][cH:12]1.[CH3:24][CH2:25][O:26][C:27]([CH3:28])=[O:29].[N-:2]=[N+:3]=[N-:4].[Na+:1].[O:19]=[CH:20][N:21]([CH3:22])[CH3:23]>>[NH2:2][CH2:6][c:7]1[n:8][cH:9][c:10]([O:13][CH2:14][C:15]([F:16])([F:17])[F:18])[cH:11][cH:12]1.